From a dataset of the Open Reaction Database (ORD), a public repository of structured organic reaction records. describe an organic reaction: reactants, conditions, products, and yield Reactants: C(C)(=O)[O-].[NH4+] (ammonium acetate), C(C)(=O)O[C@H]1[C@H](OC(C)=O)[C@@H](OC(C)=O)[C@H](OC(C)=O)[C@H](O1)COC(C)=O (1,2,3,4,6-penta-O-acetyl-β-D-glucopyranose), C(C)(=O)[O-].[NH4+] (ammonium acetate). Run in CN(C=O)C (N,N-dimethylformamide). Reaction conditions: time 21.5 hour. Product: C(C)(=O)O[C@H]1C(O)O[C@@H]([C@H]([C@@H]1OC(C)=O)OC(C)=O)COC(C)=O (2,3,4,6-tetra-O-acetyl-D-glucopyranose). Yield: 86.7%. Reaction SMILES: C([O:4][C@@H:5]1[O:22][C@H:21]([CH2:23][O:24][C:25](=[O:27])[CH3:26])[C@@H:16]([O:17][C:18](=[O:20])[CH3:19])[C@H:11]([O:12][C:13](=[O:15])[CH3:14])[C@H:6]1[O:7][C:8](=[O:10])[CH3:9])(=O)C.C([O-])(=O)C.[NH4+]>CN(C)C=O>[C:8]([O:7][C@@H:6]1[C@@H:11]([O:12][C:13](=[O:15])[CH3:14])[C@H:16]([O:17][C:18](=[O:20])[CH3:19])[C@@H:21]([CH2:23][O:24][C:25](=[O:27])[CH3:26])[O:22][CH:5]1[OH:4])(=[O:10])[CH3:9] |f:1.2|. Procedure details: 1,2,3,4,6-penta-O-acetyl-β-D-glucopyranose (1) (50.0 g, 128 mmol) was dissolved in N,N-dimethylformamide (120 ml) at room temperature and cooled in an ice bath. To this solution was added ammonium acetate (20.0 g, 260 mmol), the ice bath was removed, and the mixture was stirred at room temperature for 21.5 hours. Since the remainder of the starting material was confirmed by thin layer chromatography (TLC), the reaction mixture was cooled in an ice bath, and ammonium acetate (5.0 g, 65 mmol) was ... Starting materials: CCO (EtOH), NCCN1C(C(=C(C2=NC=C(C=C12)CC1=CC=C(C=C1)F)O)C(=O)NCCO)=O (1-(2-aminoethyl)-7-[(4-fluorophenyl)methyl]-4-hydroxy-N-(2-hydroxyethyl)-2-oxo-1,2-dihydro-1,5-naphthyridine-3-carboxamide), C(C)(C)N(CC)C(C)C (diisopropyl ethylamine), N,N-dimethyl carbonyl chloride. The solvent is CN(C)C=O (DMF). Reaction conditions: time 2 hour. The product is CN(C(=O)NCCN1C(C(=C(C2=NC=C(C=C12)CC1=CC=C(C=C1)F)O)C(=O)NCCO)=O)C (1-(2-{[(Dimethylamino)carbonyl]amino}ethyl)-7-[(4-fluorophenyl)methyl]-4-hydroxy-N-(2-hydroxyethyl)-2-oxo-1,2-dihydro-1,5-naphthyridine-3-carboxamide). RXN SMILES: [NH2:1][CH2:2][CH2:3][N:4]1[C:13]2[C:8](=[N:9][CH:10]=[C:11]([CH2:14][C:15]3[CH:20]=[CH:19][C:18]([F:21])=[CH:17][CH:16]=3)[CH:12]=2)[C:7]([OH:22])=[C:6]([C:23]([NH:25][CH2:26][CH2:27][OH:28])=[O:24])[C:5]1=[O:29].[CH:30]([N:33]([CH:36](C)C)[CH2:34]C)(C)C.CC[OH:41]>CN(C=O)C>[CH3:30][N:33]([CH3:36])[C:34]([NH:1][CH2:2][CH2:3][N:4]1[C:13]2[C:8](=[N:9][CH:10]=[C:11]([CH2:14][C:15]3[CH:16]=[CH:17][C:18]([F:21])=[CH:19][CH:20]=3)[CH:12]=2)[C:7]([OH:22])=[C:6]([C:23]([NH:25][CH2:26][CH2:27][OH:28])=[O:24])[C:5]1=[O:29])=[O:41]. Procedure details: A solution of 1-(2-aminoethyl)-7-[(4-fluorophenyl)methyl]-4-hydroxy-N-(2-hydroxyethyl)-2-oxo-1,2-dihydro-1,5-naphthyridine-3-carboxamide (0.019 g, 0.047 mmol) and diisopropyl ethylamine (0.15 mL, 0.86 mmol) in DMF (1.2 mL) under nitrogen was treated with N,N-dimethyl carbonyl chloride (0.0038 mL, 0.041 mmol) at ambient temperature. After 2 h, added EtOH (0.25 mL) and concentrated in vacuo. The resulting residue suspended in 1 N NaHSO4 the refrigerated overnight. Purified by reversed phase HPLC t... The reactants are COC(=O)[C@H]1N(C[C@@H](C1)S(=O)(=O)C1=C(C=C(C=C1)F)C(F)(F)F)C=1N(N=C(C1)C)C1=CC(=NC=C1)Cl ((2S,4R)-1-[2-(2-chloro-pyridin-4-yl)-5-methyl-2H-pyrazol-3-yl]-4-(4-fluoro-2-trifluoromethyl-benzenesulfonyl)-pyrrolidine-2-carboxylic acid methyl ester), [OH-].[Li+] (lithium hydroxide). Product: ClC1=NC=CC(=C1)N1N=C(C=C1N1[C@@H](C[C@H](C1)S(=O)(=O)C1=C(C=C(C=C1)F)C(F)(F)F)C(=O)O)C ((2S,4R)-1-[2-(2-Chloro-pyridin-4-yl)-5-methyl-2H-pyrazol-3-yl]-4-(4-fluoro-2-trifluoromethyl-benzenesulfonyl)-pyrrolidine-2-carboxylic acid). Reaction SMILES: C[O:2][C:3]([C@@H:5]1[CH2:9][C@@H:8]([S:10]([C:13]2[CH:18]=[CH:17][C:16]([F:19])=[CH:15][C:14]=2[C:20]([F:23])([F:22])[F:21])(=[O:12])=[O:11])[CH2:7][N:6]1[C:24]1[N:25]([C:30]2[CH:35]=[CH:34][N:33]=[C:32]([Cl:36])[CH:31]=2)[N:26]=[C:27]([CH3:29])[CH:28]=1)=[O:4].[OH-].[Li+]>>[Cl:36][C:32]1[CH:31]=[C:30]([N:25]2[C:24]([N:6]3[CH2:7][C@H:8]([S:10]([C:13]4[CH:18]=[CH:17][C:16]([F:19])=[CH:15][C:14]=4[C:20]([F:21])([F:22])[F:23])(=[O:11])=[O:12])[CH2:9][C@H:5]3[C:3]([OH:4])=[O:2])=[CH:28][C:27]([CH3:29])=[N:26]2)[CH:35]=[CH:34][N:33]=1 |f:1.2|. Procedure details: In analogy to the procedure described in example 253e, (2S,4R)-1-[2-(2-chloro-pyridin-4-yl)-5-methyl-2H-pyrazol-3-yl]-4-(4-fluoro-2-trifluoromethyl-benzenesulfonyl)-pyrrolidine-2-carboxylic acid methyl ester was saponified in the presence of lithium hydroxide to give the title compound as yellow solid. MS (ESI): m/z=533.1 [M+H]+. Reactants: CC(=O)N1CCC(CCC(=O)c2ccc3c(c2)CCO3)CC1, Cl, [Na+], [OH-]. The product is O=C(CCC1CCNCC1)c1ccc2c(c1)CCO2. RXN SMILES: [C:1](=[O:2])([CH3:3])[N:4]1[CH2:5][CH2:6][CH:7]([CH2:10][CH2:11][C:12](=[O:13])[c:14]2[cH:15][cH:16][c:17]3[c:18]([cH:22]2)[CH2:19][CH2:20][O:21]3)[CH2:8][CH2:9]1.[ClH:25].[Na+:24].[OH-:23]>>[NH:4]1[CH2:5][CH2:6][CH:7]([CH2:10][CH2:11][C:12](=[O:13])[c:14]2[cH:15][cH:16][c:17]3[c:18]([cH:22]2)[CH2:19][CH2:20][O:21]3)[CH2:8][CH2:9]1. The reactants are O=C([O-])[O-], CN(C)C=O, CCI, [K+], [K+], OCC1CCCNC1, O. The product is CCN1CCCC(CO)C1. RXN SMILES: [C:9](=[O:10])([O-:11])[O-:12].[CH3:19][N:20]([CH3:21])[CH:22]=[O:23].[I:15][CH2:16][CH3:17].[K+:13].[K+:14].[NH:1]1[CH2:2][CH:3]([CH2:7][OH:8])[CH2:4][CH2:5][CH2:6]1.[OH2:18]>>[N:1]1([CH2:16][CH3:17])[CH2:2][CH:3]([CH2:7][OH:8])[CH2:4][CH2:5][CH2:6]1. Starting materials: FC1=C(C(=CC=C1N)F)NC1=NC=CC=C1C1=C2N=CN(C2=NC=N1)C1OCCCC1 (2,6-difluoro-N1-(3-(9-(tetrahydro-2H-pyran-2-yl)-9H-purin-6-yl)pyridin-2-yl)benzene-1,3-diamine), CC=1SC2=C(N1)C=CC(=C2)S(=O)(=O)Cl (2-methylbenzo[d]thiazole-6-sulfonyl chloride), N1=CC=CC=C1 (pyridine). Yields the product FC1=C(C=CC(=C1NC1=NC=CC=C1C1=C2N=CN(C2=NC=N1)C1OCCCC1)F)NS(=O)(=O)C1=CC2=C(N=C(S2)C)C=C1 (N-(2,4-difluoro-3-(3-(9-(tetrahydro-2H-pyran-2-yl)-9H-purin-6-yl)pyridin-2-ylamino)phenyl)-2-methylbenzo[d]thiazole-6-sulfonamide). The solvent is ClCCl (dichloromethane). RXN SMILES: [F:1][C:2]1[C:7]([NH2:8])=[CH:6][CH:5]=[C:4]([F:9])[C:3]=1[NH:10][C:11]1[C:16]([C:17]2[N:25]=[CH:24][N:23]=[C:22]3[C:18]=2[N:19]=[CH:20][N:21]3[CH:26]2[CH2:31][CH2:30][CH2:29][CH2:28][O:27]2)=[CH:15][CH:14]=[CH:13][N:12]=1.[CH3:32][C:33]1[S:34][C:35]2[CH:41]=[C:40]([S:42](Cl)(=[O:44])=[O:43])[CH:39]=[CH:38][C:36]=2[N:37]=1.N1C=CC=CC=1>ClCCl>[F:1][C:2]1[C:3]([NH:10][C:11]2[C:16]([C:17]3[N:25]=[CH:24][N:23]=[C:22]4[C:18]=3[N:19]=[CH:20][N:21]4[CH:26]3[CH2:31][CH2:30][CH2:29][CH2:28][O:27]3)=[CH:15][CH:14]=[CH:13][N:12]=2)=[C:4]([F:9])[CH:5]=[CH:6][C:7]=1[NH:8][S:42]([C:40]1[CH:39]=[CH:38][C:36]2[N:37]=[C:33]([CH3:32])[S:34][C:35]=2[CH:41]=1)(=[O:43])=[O:44]. Conditions: temperature 50 celsius, time 2 hour. Reported procedure: The 2,6-difluoro-N1-(3-(9-(tetrahydro-2H-pyran-2-yl)-9H-purin-6-yl)pyridin-2-yl)benzene-1,3-diamine (20 mg, 0.047 mmol) prepared at Step 9 was added and dissolved into dichloromethane solvent. 2-methylbenzo[d]thiazole-6-sulfonyl chloride (17 mg, 0.07 mmol) and pyridine (8 uL, 0.094 mmol) were added into the reaction solution and stirred at 50° C. for 2 hours. After the reaction, the reactant was washed with 1N aqueous hydrochloric acid solution and salt water. After extraction with dichlorometha... Reaction SMILES: [NH2:1][C:2](=[O:35])[CH2:3][CH2:4][N:5]([CH2:13][C:14]1[CH:23]=[CH:22][C:21]2[C:16](=[CH:17][CH:18]=[C:19]([O:24][C@H:25]3[CH2:30][CH2:29][C@H:28]([C:31]([CH3:34])([CH3:33])[CH3:32])[CH2:27][CH2:26]3)[CH:20]=2)[CH:15]=1)C(=O)OC(C)(C)C.[CH3:36][C:37](OC(C)=O)=[O:38]>CC(O)=O>[C:37]([NH:1][C:2](=[O:35])[CH2:3][CH2:4][NH:5][CH2:13][C:14]1[CH:23]=[CH:22][C:21]2[C:16](=[CH:17][CH:18]=[C:19]([O:24][C@H:25]3[CH2:26][CH2:27][C@H:28]([C:31]([CH3:33])([CH3:32])[CH3:34])[CH2:29][CH2:30]3)[CH:20]=2)[CH:15]=1)(=[O:38])[CH3:36]. Product: C(C)(=O)NC(CCNCC1=CC2=CC=C(C=C2C=C1)O[C@@H]1CC[C@H](CC1)C(C)(C)C)=O (N-acetyl-3-((6-((trans)-4-tert-butylcyclohexyloxy)naphthalen-2-yl)methylamino)propanamide). The yield is 50.0%. Reactants: NC(CCN(C(OC(C)(C)C)=O)CC1=CC2=CC=C(C=C2C=C1)O[C@@H]1CC[C@H](CC1)C(C)(C)C)=O (tert-butyl 3-amino-3-oxopropyl((6-((trans)-4-tert-butylcyclohexyloxy)naphthalen-2-yl)methyl)carbamate), CC(=O)OC(=O)C (Ac2O). Reaction conditions: temperature 90 celsius, time 2 hour. The solvent is CC(=O)O (AcOH). Procedure: The mixture of tert-butyl 3-amino-3-oxopropyl((6-((trans)-4-tert-butylcyclohexyloxy)naphthalen-2-yl)methyl)carbamate (241 mg, 0.5 mmol) in Ac2O and AcOH (6 mL, 1:5), was stirred at 90° C. for 2 h. The reaction mixture was concentrated in vacuum and the residue was purified by chromatography with silica gel (DCM/MeOH=15/1) to give the title compound as a white solid (100 mg, yield: 50%). ESI-MS (M+H+): 425.3. HPLC: 94.82%. 1H NMR (400 MHz, CDCl3) δ: 7.70 (d, 1H), 7.68 (d, 1H), 7.49 (s, 1H), 7.21 ... Starting materials: CCc1cc(OC)c(O)cc1F, CC#N, CCCCC, N#Cc1ccc(F)c(F)c1, [K+], [OH-]. Yields the product CCc1cc(OC)c(Oc2ccc(C#N)cc2F)cc1F. As a reaction SMILES: [CH2:3]([CH3:4])[c:5]1[cH:6][c:7]([O:13][CH3:14])[c:8]([OH:12])[cH:9][c:10]1[F:11].[CH3:25][C:26]#[N:27].[CH3:28][CH2:29][CH2:30][CH2:31][CH3:32].[F:15][c:16]1[cH:17][c:18]([C:19]#[N:20])[cH:21][cH:22][c:23]1[F:24].[K+:2].[OH-:1]>>[CH2:3]([CH3:4])[c:5]1[cH:6][c:7]([O:13][CH3:14])[c:8]([O:12][c:23]2[c:16]([F:15])[cH:17][c:18]([C:19]#[N:20])[cH:21][cH:22]2)[cH:9][c:10]1[F:11]. Reactants: BrC=1C=C(C=CC1F)C(C)=O (1-(3-bromo-4-fluorophenyl)ethanone), C(#N)[Cu] (CuCN). The solvent is CN(C)C=O (DMF). Conditions: time 10 hour. Yields the product C(C)(=O)C=1C=CC(=C(C#N)C1)F (5-acetyl-2-fluorobenzonitrile). RXN SMILES: Br[C:2]1[CH:3]=[C:4]([C:9](=[O:11])[CH3:10])[CH:5]=[CH:6][C:7]=1[F:8].[C:12]([Cu])#[N:13]>CN(C=O)C>[C:9]([C:4]1[CH:5]=[CH:6][C:7]([F:8])=[C:2]([CH:3]=1)[C:12]#[N:13])(=[O:11])[CH3:10]. Procedure details: A solution of 1-(3-bromo-4-fluorophenyl)ethanone (81.3 g, 0.344 mol) in 300 mL of DMF was added CuCN (67.4 g, 0.749 mol) and the mixture was heated to reflux, and stirred under N2 for 10 h. The reaction mixture was quenched with water and extracted with ether. The organic layer was washed with brine dried over Na2SO4 and concentrated in vacuum. The residue was purified with silica gel column chromatography to give the product 5-acetyl-2-fluorobenzonitrile. Procedure: With reference to FIG. 4, DMF (130 mL) was added to a well mixed 2-methyl-3-nitrobenzoic acid 2 (50 g, 0.28 mol) and KHCO3 (84 g, 0.84 mol) solution. Since the mixture became highly viscous, it was heated to 40° C. with manual shaking. Iodomethane (79 g, 0.56 mol) was added via syringe after the gas evolution had ceased. The resulting orange colored solution was stirred for 12 hours at room temperature. The reaction mixture was poured into water (800 mL), and the resulting precipitate collected ... Run at temperature 40 celsius, time 12 hour. Isolated yield 100.0%. Run in O (water). The product is CC1=C(C(=O)OC)C=CC=C1[N+](=O)[O-] (methyl 2-methyl-3-nitrobenzoate). The reactants are CN(C)C=O (DMF), CC1=C(C(=O)O)C=CC=C1[N+](=O)[O-] (2-methyl-3-nitrobenzoic acid), KHCO3, IC (Iodomethane). As a reaction SMILES: CN([CH:4]=[O:5])C.[CH3:6][C:7]1[C:15]([N+:16]([O-:18])=[O:17])=[CH:14][CH:13]=[CH:12][C:8]=1[C:9](O)=[O:10].IC>O>[CH3:6][C:7]1[C:15]([N+:16]([O-:18])=[O:17])=[CH:14][CH:13]=[CH:12][C:8]=1[C:9]([O:5][CH3:4])=[O:10].